From a dataset of the Open Reaction Database (ORD), a public repository of structured organic reaction records. describe an organic reaction: reactants, conditions, products, and yield The reactants are ClC1=CC(=NC=N1)NC ((6-chloro-pyrimidin-4-yl)-methylamine), FC1=C(N)C=CC(=C1)F (2,4-difluoroaniline). The product is FC1=C(C=CC(=C1)F)NC1=NC=NC(=C1)NC (N-(2,4-Difluoro-phenyl)-N′-methyl-pyrimidine-4,6-diamine). Reaction SMILES: Cl[C:2]1[N:7]=[CH:6][N:5]=[C:4]([NH:8][CH3:9])[CH:3]=1.[F:10][C:11]1[CH:17]=[C:16]([F:18])[CH:15]=[CH:14][C:12]=1[NH2:13]>>[F:10][C:11]1[CH:17]=[C:16]([F:18])[CH:15]=[CH:14][C:12]=1[NH:13][C:2]1[CH:3]=[C:4]([NH:8][CH3:9])[N:5]=[CH:6][N:7]=1. Procedure details: The title compound is prepared analogously as described in Example 114A from (6-chloro-pyrimidin-4-yl)-methylamine and 2,4-difluoroaniline.